Dataset: the Open Reaction Database (ORD), a public repository of structured organic reaction records. Task: describe an organic reaction: reactants, conditions, products, and yield The reactants are COc1cc([N+](=O)[O-])c(OC)cc1C, ClCCl. Product: COc1cc([N+](=O)[O-])c(O)cc1C. Reaction SMILES: [CH3:1][c:2]1[c:3]([O:13][CH3:14])[cH:4][c:5]([N+:10](=[O:11])[O-:12])[c:6]([O:8][CH3:9])[cH:7]1.[Cl:15][CH2:16][Cl:17]>>[CH3:1][c:2]1[c:3]([O:13][CH3:14])[cH:4][c:5]([N+:10](=[O:11])[O-:12])[c:6]([OH:8])[cH:7]1.